This data is from the Open Reaction Database (ORD), a public repository of structured organic reaction records. The task is: describe an organic reaction: reactants, conditions, products, and yield Starting materials: C(Br)(Br)(Br)Br (carbon tetrabromide), C1(=CC=CC=C1)P(C1=CC=CC=C1)C1=CC=CC=C1 (triphenylphosphine), BrC=1C=CC(=C(CO)C1)OCC=1SC=CC1 (5-bromo-2-(2-thienylmethoxy)benzyl alcohol). Solvent: ClCCl (dichloromethane). Reaction conditions: time 42 hour. Yields the product BrC=1C=CC(=C(CBr)C1)OCC=1SC=CC1 (5-bromo-2-(2-thienylmethoxy)benzyl bromide). RXN SMILES: [Br:1][C:2]1[CH:3]=[CH:4][C:5]([O:10][CH2:11][C:12]2[S:13][CH:14]=[CH:15][CH:16]=2)=[C:6]([CH:9]=1)[CH2:7]O.C(Br)(Br)(Br)[Br:18].C1(P(C2C=CC=CC=2)C2C=CC=CC=2)C=CC=CC=1>ClCCl>[Br:1][C:2]1[CH:3]=[CH:4][C:5]([O:10][CH2:11][C:12]2[S:13][CH:14]=[CH:15][CH:16]=2)=[C:6]([CH:9]=1)[CH2:7][Br:18]. Procedure: A solution of 5-bromo-2-(2-thienylmethoxy)benzyl alcohol (0.53 g, 1.77 mmoles) in dichloromethane (12 ml) was cooled in an ice bath and treated with carbon tetrabromide (0.73 g, 2.2 mmol) polymer bound triphenylphosphine (0.65 g, 1.95 mmol) and stirred at ambient temperature for 42 hours. The reaction was filtered and evaporated. Chromatography (eluant: ethyl acetate/hexane) gave 5-bromo-2-(2-thienylmethoxy)benzyl bromide as a white solid (0.29, 45%). Reactants: C1(=CC=CC=C1)CC1C(NC2=CC=CC=C12)=O (3-Phenylmethyl-1,3-dihydro-2H-indol-2-one), N1C(CC2=CC=CC=C12)=O (1,3-dihydro-2H-indol-2-one), C(C1=CC=CC=C1)=O (benzaldehyde), ( C ), CN(CCN(C)C)C (tetramethylethylenediamine), CSSC (Dimethyl disulfide), C(CCC)[Li] (n-Butyllithium). Solvent: O (Water), O1CCCC1 (tetrahydrofuran). Reaction conditions: temperature -75 celsius, time 30 minute. Yields the product CSC1(C(NC2=CC=CC=C12)=O)CC1=CC=CC=C1 (3-methylthio-3-phenylmethyl-1,3-dihydro-2H-indol-2-one). Reaction SMILES: [C:1]1([CH2:7][CH:8]2[C:16]3[C:11](=[CH:12][CH:13]=[CH:14][CH:15]=3)[NH:10][C:9]2=[O:17])[CH:6]=[CH:5][CH:4]=[CH:3][CH:2]=1.N1C2C(=CC=CC=2)CC1=O.C(=O)C1C=CC=CC=1.CN(C)CCN(C)C.C([Li])CCC.[CH3:49][S:50]SC>O1CCCC1.O>[CH3:49][S:50][C:8]1([CH2:7][C:1]2[CH:2]=[CH:3][CH:4]=[CH:5][CH:6]=2)[C:16]2[C:11](=[CH:12][CH:13]=[CH:14][CH:15]=2)[NH:10][C:9]1=[O:17]. Procedure details: 3-Phenylmethyl-1,3-dihydro-2H-indol-2-one (4 g, 18.25 mmol) (prepared from 1,3-dihydro-2H-indol-2-one and benzaldehyde by the method of Daisley and Walker J. Chem. Soc. (C) (1971) page 1373) and tetramethylethylenediamine (4.5 g, 38.7 mmol) was dissolved in freshly distilled tetrahydrofuran under nitrogen and cooled to -75° C. in an acetone/dry ice bath. n-Butyllithium (2.5M, 20 ml, 50 mmol) was added and the mixture was stirred at -75° C. for 30 minutes. Dimethyl disulfide (1.65 g, 17.6 mmol) w... Starting materials: CC(=O)O, O=[N+]([O-])c1cnc(Oc2c(Cl)cccc2Cl)c(Cl)c1, [Fe], O. The product is Nc1cnc(Oc2c(Cl)cccc2Cl)c(Cl)c1. As a reaction SMILES: [CH3:20][C:21](=[O:22])[OH:23].[Cl:1][c:2]1[c:3]([O:11][c:12]2[c:13]([Cl:19])[cH:14][cH:15][cH:16][c:17]2[Cl:18])[n:4][cH:5][c:6]([N+:8]([O-:9])=[O:10])[cH:7]1.[Fe:25].[OH2:24]>>[Cl:1][c:2]1[c:3]([O:11][c:12]2[c:13]([Cl:19])[cH:14][cH:15][cH:16][c:17]2[Cl:18])[n:4][cH:5][c:6]([NH2:8])[cH:7]1. The reactants are C1COCCO1, CC1(O)CCNCC1, CC(C)(C)[O-], Cl, COc1cn(-c2ccc(I)cc2F)nc(-c2ccnn2-c2ccccc2)c1=O, [Na+], [Na+], O=C([O-])O, O=C(C=Cc1ccccc1)C=Cc1ccccc1, O=C(C=Cc1ccccc1)C=Cc1ccccc1, O=C(C=Cc1ccccc1)C=Cc1ccccc1, [Pd], [Pd]. Product: COc1cn(-c2ccc(N3CCC(C)(O)CC3)cc2F)nc(-c2ccnn2-c2ccccc2)c1=O. As a reaction SMILES: [CH2:49]1[O:50][CH2:51][CH2:52][O:53][CH2:54]1.[CH3:30][C:31]1([OH:37])[CH2:32][CH2:33][NH:34][CH2:35][CH2:36]1.[CH3:38][C:39]([CH3:40])([O-:41])[CH3:42].[ClH:29].[F:1][c:2]1[c:3](-[n:9]2[n:10][c:11](-[c:18]3[cH:19][cH:20][n:21][n:22]3-[c:23]3[cH:24][cH:25][cH:26][cH:27][cH:28]3)[c:12](=[O:17])[c:13]([O:15][CH3:16])[cH:14]2)[cH:4][cH:5][c:6]([I:8])[cH:7]1.[Na+:43].[Na+:48].[O-:44][C:45]([OH:46])=[O:47].[O:57]=[C:58]([CH:59]=[CH:60][c:61]1[cH:62][cH:63][cH:64][cH:65][cH:66]1)[CH:67]=[CH:68][c:69]1[cH:70][cH:71][cH:72][cH:73][cH:74]1.[O:75]=[C:76]([CH:77]=[CH:78][c:79]1[cH:80][cH:81][cH:82][cH:83][cH:84]1)[CH:85]=[CH:86][c:87]1[cH:88][cH:89][cH:90][cH:91][cH:92]1.[O:93]=[C:94]([CH:95]=[CH:96][c:97]1[cH:98][cH:99][cH:100][cH:101][cH:102]1)[CH:103]=[CH:104][c:105]1[cH:106][cH:107][cH:108][cH:109][cH:110]1.[Pd:55].[Pd:56]>>[F:1][c:2]1[c:3](-[n:9]2[n:10][c:11](-[c:18]3[cH:19][cH:20][n:21][n:22]3-[c:23]3[cH:24][cH:25][cH:26][cH:27][cH:28]3)[c:12](=[O:17])[c:13]([O:15][CH3:16])[cH:14]2)[cH:4][cH:5][c:6]([N:34]2[CH2:33][CH2:32][C:31]([CH3:30])([OH:37])[CH2:36][CH2:35]2)[cH:7]1. The reactants are ClC1=CC2=C(NC(=N2)CC(=O)OC)C=C1 (methyl (5-chloro-1H-benzimidazol-2-yl)acetate). Solvent: Cl (hydrochloric acid). Conditions: time 16 hour. Yields the product Cl.ClC1=CC2=C(NC(=N2)CC(=O)O)C=C1 ((5-chloro-1H-benzimidazol-2-yl)acetic acid hydrochloride). Reaction SMILES: [Cl:1][C:2]1[CH:15]=[CH:14][C:5]2[NH:6][C:7]([CH2:9][C:10]([O:12]C)=[O:11])=[N:8][C:4]=2[CH:3]=1>Cl>[ClH:1].[Cl:1][C:2]1[CH:15]=[CH:14][C:5]2[NH:6][C:7]([CH2:9][C:10]([OH:12])=[O:11])=[N:8][C:4]=2[CH:3]=1 |f:2.3|. Procedure details: 0.68 g (2.27 mmol) of 75% methyl (5-chloro-1H-benzimidazol-2-yl)acetate is suspended in 20 mL of concentrated hydrochloric acid solution and stirred for 16 hours at ambient temperature. The precipitate formed is suction filtered and the filtrate concentrated in vacuo at 50° C. The residue is taken up twice in toluene and twice in diethyl ether, the volatile constituents are eliminated in vacuo. The residue is washed with diethyl ether. Yield: 0.23 g (41%) (hydrochloride); Rf value: 0.15 (silica ... The reactants are C(C)(C)(C)C=1C=C(C=C(C1O)C(C)(C)C)C1=NNC2=NC=CC=C21 (3-(3,5-di-tertiary butyl-4-hydroxyphenyl)-1H-pyrazolo[3,4-b]pyridine), BrCCO (2-bromoethanol), C([O-])([O-])=O.[K+].[K+] (potassium carbonate). Solvent: CN(C=O)C (dimethylformamide). Reaction conditions: temperature 65 celsius, time 12 hour. Yields the product C(C)(C)(C)C=1C=C(C=C(C1O)C(C)(C)C)C1=NN(C2=NC=CC=C21)CCO (3-(3,5-di-tertiary butyl-4-hydroxyphenyl)-1-(2-hydroxyethyl)-1H-pyrazolo[3,4-b]pyridine). Isolated yield 81.0%. As a reaction SMILES: [C:1]([C:5]1[CH:6]=[C:7]([C:16]2[C:24]3[C:19](=[N:20][CH:21]=[CH:22][CH:23]=3)[NH:18][N:17]=2)[CH:8]=[C:9]([C:12]([CH3:15])([CH3:14])[CH3:13])[C:10]=1[OH:11])([CH3:4])([CH3:3])[CH3:2].Br[CH2:26][CH2:27][OH:28].C(=O)([O-])[O-].[K+].[K+]>CN(C)C=O>[C:1]([C:5]1[CH:6]=[C:7]([C:16]2[C:24]3[C:19](=[N:20][CH:21]=[CH:22][CH:23]=3)[N:18]([CH2:26][CH2:27][OH:28])[N:17]=2)[CH:8]=[C:9]([C:12]([CH3:15])([CH3:14])[CH3:13])[C:10]=1[OH:11])([CH3:2])([CH3:3])[CH3:4] |f:2.3.4|. Procedure details: To a solution of 5 g of 3-(3,5-di-tertiary butyl-4-hydroxyphenyl)-1H-pyrazolo[3,4-b]pyridine in 40 ml of dimethylformamide are added 2.5 g of 2-bromoethanol and 2.8 g of potassium carbonate. After stirring at 65° C. for 12 hours, the resulting mixture is poured into ice-cold water and the precipitate is extracted with ethyl acetate. The ethyl acetate layer is washed with water, dried and then concentrated. The residue is recrystallized from a mixed solvent of hexane and toluene to give 4.6 g of ... Reactants: O=C(CBr)NC1C(=O)N2C(C(=O)O)=C(C=C3CCN(Cc4ccc(O)cc4)C3=O)CSC12, CN(C)C=O, [Na], Cc1cc(S)n2nc(-c3ccc(O)c(O)c3)nc2n1. Yields the product Cc1cc(SCC(=O)NC2C(=O)N3C(C(=O)O)=C(C=C4CCN(Cc5ccc(O)cc5)C4=O)CSC23)n2nc(-c3ccc(O)c(O)c3)nc2n1. As a reaction SMILES: [Br:1][CH2:2][C:3](=[O:4])[NH:5][CH:6]1[CH:7]2[S:8][CH2:9][C:10]([CH:18]=[C:19]3[C:20](=[O:32])[N:21]([CH2:24][c:25]4[cH:26][cH:27][c:28]([OH:31])[cH:29][cH:30]4)[CH2:22][CH2:23]3)=[C:11]([C:15](=[O:16])[OH:17])[N:12]2[C:13]1=[O:14].[CH3:53][N:54]([CH3:55])[CH:56]=[O:57].[Na:33].[SH:34][c:35]1[cH:36][c:37]([CH3:52])[n:38][c:39]2[n:40]1[n:41][c:42](-[c:44]1[cH:45][c:46]([OH:51])[c:47]([OH:48])[cH:49][cH:50]1)[n:43]2>>[CH2:2]([C:3](=[O:4])[NH:5][CH:6]1[CH:7]2[S:8][CH2:9][C:10]([CH:18]=[C:19]3[C:20](=[O:32])[N:21]([CH2:24][c:25]4[cH:26][cH:27][c:28]([OH:31])[cH:29][cH:30]4)[CH2:22][CH2:23]3)=[C:11]([C:15](=[O:16])[OH:17])[N:12]2[C:13]1=[O:14])[S:34][c:35]1[cH:36][c:37]([CH3:52])[n:38][c:39]2[n:40]1[n:41][c:42](-[c:44]1[cH:45][c:46]([OH:51])[c:47]([OH:48])[cH:49][cH:50]1)[n:43]2. Starting materials: BrC1=CC=C2CC3(C(C2=C1)=NS(=O)(=O)CC[Si](C)(C)C)CN(C3)C(=O)OC(C)(C)C (tert-butyl 6′-bromo-1′-(((2-(trimethylsilyl)ethyl)sulfonyl)imino)-1′,3′-dihydrospiro[azetidine-3,2′-indene]-1-carboxylate), C(=C)[Mg]Br (vinylmagnesium bromide). Solvent: C1CCOC1 (THF). Reaction conditions: time 3 minute. Product: BrC1=CC=C2CC3(C(C2=C1)(C=C)NS(=O)(=O)CC[Si](C)(C)C)CN(C3)C(=O)OC(C)(C)C (tert-butyl 6′-bromo-1′-(2-(trimethylsilyl)ethylsulfonamido)-1′-vinyl-1′,3′-dihydrospiro[azetidine-3,2′-indene]-1-carboxylate). Reaction SMILES: [Br:1][C:2]1[CH:10]=[C:9]2[C:5]([CH2:6][C:7]3([CH2:23][N:22]([C:24]([O:26][C:27]([CH3:30])([CH3:29])[CH3:28])=[O:25])[CH2:21]3)[C:8]2=[N:11][S:12]([CH2:15][CH2:16][Si:17]([CH3:20])([CH3:19])[CH3:18])(=[O:14])=[O:13])=[CH:4][CH:3]=1.[CH:31]([Mg]Br)=[CH2:32]>C1COCC1>[Br:1][C:2]1[CH:10]=[C:9]2[C:5]([CH2:6][C:7]3([CH2:21][N:22]([C:24]([O:26][C:27]([CH3:30])([CH3:29])[CH3:28])=[O:25])[CH2:23]3)[C:8]2([NH:11][S:12]([CH2:15][CH2:16][Si:17]([CH3:18])([CH3:19])[CH3:20])(=[O:14])=[O:13])[CH:31]=[CH2:32])=[CH:4][CH:3]=1. Procedure details: To a solution of tert-butyl 6′-bromo-1′-(((2-(trimethylsilyl)ethyl)sulfonyl)imino)-1′,3′-dihydrospiro[azetidine-3,2′-indene]-1-carboxylate (0.4031 g, 0.78 mmol) in THF (3 mL) was added vinylmagnesium bromide (1.0 M in THF, 3 mL, 3.0 mmol) at 0° C. under nitrogen. The mixture was allowed to slowly warm to room temperature over 18 h. The reaction mixture was then quenched with saturated NH4Cl, extracted with EtOAc, and dried over Na2SO4. After the solvent was evaporated under reduced pressure, the... As a reaction SMILES: Cl[C:2]1[N:10]=[C:9]([O:11][CH2:12][C:13]([F:16])([F:15])[F:14])[C:8]([F:17])=[CH:7][C:3]=1[C:4]([OH:6])=[O:5].CCCCCCCCCCCCN>>[F:17][C:8]1[C:9]([O:11][CH2:12][C:13]([F:15])([F:16])[F:14])=[N:10][CH:2]=[C:3]([CH:7]=1)[C:4]([OH:6])=[O:5]. Reported procedure: The title compound is prepared in 75% yield (21.0 g, a white solid) from 2-chloro-5-fluoro-6-(2,2,2-trifluoroethoxy)nicotinic acid (32.2 g, 118 mmol, Step-1 of Amine-12) by the similar manner in Step-4 of Amine-12. The yield is 75.0%. Product: FC=1C(=NC=C(C(=O)O)C1)OCC(F)(F)F (5-fluoro-6-(2,2,2-trifluoroethoxy)nicotinic acid). Starting materials: ClC1=C(C(=O)O)C=C(C(=N1)OCC(F)(F)F)F (2-chloro-5-fluoro-6-(2,2,2-trifluoroethoxy)nicotinic acid), CCCCCCCCCCCCN (Amine-12).